describe an organic reaction: reactants, conditions, products, and yield From a dataset of the Open Reaction Database (ORD), a public repository of structured organic reaction records. Starting materials: Brc1ccncc1, O=C(O)c1ccc(B(O)O)cc1, CC#N, Cl, [Na+], [Na+], O=C([O-])[O-]. Product: O=C([O-])c1ccc(-c2ccncc2)cc1, [Na+]. Reaction SMILES: [Br:14][c:15]1[cH:16][cH:17][n:18][cH:19][cH:20]1.[C:1](=[O:2])([OH:3])[c:4]1[cH:5][cH:6][c:7]([B:10]([OH:11])[OH:12])[cH:8][cH:9]1.[CH3:27][C:28]#[N:29].[ClH:13].[Na+:21].[Na+:22].[O-:23][C:24](=[O:25])[O-:26]>>[C:1](=[O:2])([O-:3])[c:4]1[cH:5][cH:6][c:7](-[c:15]2[cH:16][cH:17][n:18][cH:19][cH:20]2)[cH:8][cH:9]1.[Na+:21]. Starting materials: CCCC1(CC(=O)OCC)OC(C)Cc2c1[nH]c1c(F)ccc(C#N)c21, C1CCOC1, CO, [Na+], [OH-]. As a reaction SMILES: [CH2:1]([CH3:2])[O:3][C:4]([CH2:5][C:6]1([CH2:23][CH2:24][CH3:25])[O:7][CH:8]([CH3:22])[CH2:9][c:10]2[c:11]1[nH:12][c:13]1[c:14]([F:21])[cH:15][cH:16][c:17]([C:19]#[N:20])[c:18]21)=[O:26].[CH2:29]1[O:30][CH2:31][CH2:32][CH2:33]1.[CH3:34][OH:35].[Na+:28].[OH-:27]>>[O:3]=[C:4]([CH2:5][C:6]1([CH2:23][CH2:24][CH3:25])[O:7][CH:8]([CH3:22])[CH2:9][c:10]2[c:11]1[nH:12][c:13]1[c:14]([F:21])[cH:15][cH:16][c:17]([C:19]#[N:20])[c:18]21)[OH:26]. Product: CCCC1(CC(=O)O)OC(C)Cc2c1[nH]c1c(F)ccc(C#N)c21. Starting materials: CC1=C(C=CC=C1)N1N=CC=C1C(=O)OC (methyl 1-[2-methylphenyl]pyrazole-5-carboxylate), BrN1C(CCC1=O)=O (N-bromosuccinimide), CC(C)(C#N)N=NC(C)(C)C#N (AIBN). Solvent: C(Cl)(Cl)(Cl)Cl (carbon tetrachloride). Run at temperature 80 celsius, time 18 hour. Product: BrCC1=C(C=CC=C1)N1N=CC=C1C(=O)OC (Methyl 1-[2-(bromomethyl)phenyl]pyrazole-5-carboxylate). Isolated yield 95.3%. As a reaction SMILES: [CH3:1][C:2]1[CH:7]=[CH:6][CH:5]=[CH:4][C:3]=1[N:8]1[C:12]([C:13]([O:15][CH3:16])=[O:14])=[CH:11][CH:10]=[N:9]1.[Br:17]N1C(=O)CCC1=O.CC(N=NC(C#N)(C)C)(C#N)C>C(Cl)(Cl)(Cl)Cl>[Br:17][CH2:1][C:2]1[CH:7]=[CH:6][CH:5]=[CH:4][C:3]=1[N:8]1[C:12]([C:13]([O:15][CH3:16])=[O:14])=[CH:11][CH:10]=[N:9]1. Reported procedure: To a solution of methyl 1-[2-methylphenyl]pyrazole-5-carboxylate (1.00 g, 4.62 mmol) in 20 mL of carbon tetrachloride was added N-bromosuccinimide (0.823 g, 4.62 mmol) and AIBN (76 mg, 0.46 mmol). This mixture was stirred at 80° C. for 18 h. The volatiles were removed and the residue was taken up in ether, filtered through a pad of silica gel and concentrated to afford 1.3 g (95%) of the title compound which was used without further purification. LRMS (ES+): 295.0/297.0 (M+H)+. Starting materials: C(C)(=O)OC1C=CCC1 (2-cyclopentenyl acetate), CC(=O)C (acetone), ClC1=CC=CC=C1 (chlorobenzene), quaternary ammonium, [OH-] (hydroxide). Solvent: CO (methanol), CO (methanol). Conditions: temperature 56 celsius. Product: C(C)(=O)OC1CCCC1 (2-cyclopentyl acetate). Isolated yield 96.0%. As a reaction SMILES: [C:1]([O:4][CH:5]1[CH2:9][CH2:8][CH:7]=[CH:6]1)(=[O:3])[CH3:2].ClC1C=CC=CC=1.[OH-].CC(C)=O>CO>[C:1]([O:4][CH:5]1[CH2:9][CH2:8][CH2:7][CH2:6]1)(=[O:3])[CH3:2]. Procedure: A solution of 1.80 g (0.014 mol) of 2-cyclopentenyl acetate in 3.80 g (0.12 mol) of methanol and 0.700 g of chlorobenzene (the internal standard for chromatographic analysis) was slowly passed through a jacketed column containing 20 ml of Dowex 1-X4 (an anion exchange resin of the quaternary ammonium type) in the hydroxide form in methanol. The column was maintained at 56° C. by refluxing acetone in the jacket. The resin was then rinsed with methanol, and the combined effluent and rinsings were ... Reactants: C(N)(=O)C1=C(C=C(N=N1)N[C@H]1[C@H](COCC1)NC(OC(C)(C)C)=O)NC1=NC(=CC=C1)OC(C)C (tert-butyl (3R,4R)-4-(6-carbamoyl-5-(6-isopropoxypyridin-2-ylamino)pyridazin-3-ylamino)tetrahydro-2H-pyran-3-ylcarbamate), FC(C(=O)O)(F)F (trifluoroacetic acid). Run in [NH4+].[OH-] (NH4OH), ClCCl (dichloromethane), O (water), ClCCl (dichloromethane). Run at time 16 hour. The product is N[C@H]1COCC[C@H]1NC1=CC(=C(N=N1)C(=O)N)NC1=NC(=CC=C1)OC(C)C (6-((3R,4R)-3-aminotetrahydro-2H-pyran-4-ylamino)-4-(6-isopropoxypyridin-2-ylamino)pyridazine-3-carboxamide). The yield is 46.4%. RXN SMILES: [C:1]([C:4]1[N:9]=[N:8][C:7]([NH:10][C@@H:11]2[CH2:16][CH2:15][O:14][CH2:13][C@@H:12]2[NH:17]C(=O)OC(C)(C)C)=[CH:6][C:5]=1[NH:25][C:26]1[CH:31]=[CH:30][CH:29]=[C:28]([O:32][CH:33]([CH3:35])[CH3:34])[N:27]=1)(=[O:3])[NH2:2].FC(F)(F)C(O)=O>ClCCl.[NH4+].[OH-].O>[NH2:17][C@@H:12]1[C@H:11]([NH:10][C:7]2[N:8]=[N:9][C:4]([C:1]([NH2:2])=[O:3])=[C:5]([NH:25][C:26]3[CH:31]=[CH:30][CH:29]=[C:28]([O:32][CH:33]([CH3:35])[CH3:34])[N:27]=3)[CH:6]=2)[CH2:16][CH2:15][O:14][CH2:13]1 |f:3.4|. Reported procedure: To a solution of tert-butyl (3R,4R)-4-(6-carbamoyl-5-(6-isopropoxypyridin-2-ylamino)pyridazin-3-ylamino)tetrahydro-2H-pyran-3-ylcarbamate (185 mg, 379 μmol) in dichloromethane (5.9 mL) was added trifluoroacetic acid (865 mg, 585 μL, 7.59 mmol) and the mixture stirred at r.t. for 16 h. The mixture was diluted with 25% aqueous NH4OH, dichloromethane, and water. The organic phase was separated and washed with water (2×), then concentrated in vacuo and purified by chromatography (silica, 3 to 10% of... Starting materials: C(C)(=O)N[C@H]1[C@@H](OCC2=CC=CC=C2)O[C@@H]([C@H]([C@@H]1OCC1=CC=CC=C1)O[C@H]1[C@@H]([C@@H](OC(C)=O)[C@H](OC(C)=O)[C@H](O1)COC(C)=O)N1C(C=2C(C1=O)=CC=CC2)=O)COCC2=CC=CC=C2 (benzyl 2-acetamido-4-O-(3,4,6-tri-O-acetyl-2-deoxy-2-phthalimido-β-D-glucopyranosyl)-3,6-di-O-benzyl-2-deoxy-α-D-glucopyranoside), C(C)(=O)OC(C)=O (acetic anhydride). Run in O (water), CO (methanol), C(CCC)N (n-butylamine), CO (methanol), CN(C=O)C (N,N-dimethylformamide). The product is C(C)(=O)N[C@H]1[C@@H](OCC2=CC=CC=C2)O[C@@H]([C@H]([C@@H]1OCC1=CC=CC=C1)O[C@H]1[C@@H]([C@@H](O)[C@H](O)[C@H](O1)CO)NC(C)=O)COCC1=CC=CC=C1 (benzyl 2-acetamido-4-O-(2-acetamido-2-deoxy-β-D-glucopyranosyl)-3,6-di-O-benzyl-2-deoxy-α-D-glucopyranoside). Reaction SMILES: [C:1]([NH:4][C@@H:5]1[C@@H:18]([O:19][CH2:20][C:21]2[CH:26]=[CH:25][CH:24]=[CH:23][CH:22]=2)[C@H:17]([O:27][C@@H:28]2[O:41][C@H:40]([CH2:42][O:43]C(=O)C)[C@@H:35]([O:36]C(=O)C)[C@H:30]([O:31]C(=O)C)[C@H:29]2[N:47]2C(=O)C3=CC=CC=[C:49]3[C:48]2=[O:57])[C@@H:16]([CH2:58][O:59][CH2:60][C:61]2[CH:66]=[CH:65][CH:64]=[CH:63][CH:62]=2)[O:15][C@@H:6]1[O:7][CH2:8][C:9]1[CH:14]=[CH:13][CH:12]=[CH:11][CH:10]=1)(=[O:3])[CH3:2].C(OC(=O)C)(=O)C>CO.C(N)CCC.O.CN(C)C=O>[C:1]([NH:4][C@@H:5]1[C@@H:18]([O:19][CH2:20][C:21]2[CH:22]=[CH:23][CH:24]=[CH:25][CH:26]=2)[C@H:17]([O:27][C@@H:28]2[O:41][C@H:40]([CH2:42][OH:43])[C@@H:35]([OH:36])[C@H:30]([OH:31])[C@H:29]2[NH:47][C:48](=[O:57])[CH3:49])[C@@H:16]([CH2:58][O:59][CH2:60][C:61]2[CH:62]=[CH:63][CH:64]=[CH:65][CH:66]=2)[O:15][C@@H:6]1[O:7][CH2:8][C:9]1[CH:14]=[CH:13][CH:12]=[CH:11][CH:10]=1)(=[O:3])[CH3:2]. Reported procedure: A solution of benzyl 2-acetamido-4-O-(3,4,6-tri-O-acetyl-2-deoxy-2-phthalimido-β-D-glucopyranosyl)-3,6-di-O-benzyl-2-deoxy-α-D-glucopyranoside (2.1 g, 2.3 mmol) in methanol (80 ml) and n-butylamine (20 ml) is heated for 48 hours at reflux temperature. Cooling and evaporation of the reaction mixture gives a solid that is slurried in water and lyophilized. The resulting solid is dissolved in the minimal volume of N,N-dimethylformamide and the solution applied to a column of silica gel (E. Merck, N... The reactants are C=C(OCC)[Sn](CCCC)(CCCC)CCCC, C1COCCO1, Clc1nc(NCc2ccccn2)c2c(-c3ccccc3)cccc2n1. Product: C=C(OCC)c1nc(NCc2ccccn2)c2c(-c3ccccc3)cccc2n1. As a reaction SMILES: [CH2:26]([Sn:27]([CH2:28][CH2:29][CH2:30][CH3:36])([C:31](=[CH2:32])[O:33][CH2:34][CH3:35])[CH2:37][CH2:38][CH2:39][CH3:40])[CH2:41][CH2:42][CH3:43].[CH2:44]1[O:45][CH2:46][CH2:47][O:48][CH2:49]1.[Cl:1][c:2]1[n:3][c:4]2[cH:5][cH:6][cH:7][c:8](-[c:20]3[cH:21][cH:22][cH:23][cH:24][cH:25]3)[c:9]2[c:10]([NH:12][CH2:13][c:14]2[n:15][cH:16][cH:17][cH:18][cH:19]2)[n:11]1>>[c:2]1([C:31](=[CH2:32])[O:33][CH2:34][CH3:35])[n:3][c:4]2[cH:5][cH:6][cH:7][c:8](-[c:20]3[cH:21][cH:22][cH:23][cH:24][cH:25]3)[c:9]2[c:10]([NH:12][CH2:13][c:14]2[n:15][cH:16][cH:17][cH:18][cH:19]2)[n:11]1. The reactants are CCOC(=O)C(F)(F)Br, CS(C)=O, SC1CC1, BrC1CC1, [H-], [Na+], O. Yields the product CCOC(=O)C(F)(F)SC1CC1. Reaction SMILES: [Br:11][C:12]([C:13](=[O:14])[O:15][CH2:16][CH3:17])([F:18])[F:19].[CH3:20][S:21](=[O:22])[CH3:23].[CH:1]1([SH:4])[CH2:2][CH2:3]1.[CH:5]1([Br:6])[CH2:7][CH2:8]1.[H-:9].[Na+:10].[OH2:24]>>[CH:1]1([S:4][C:12]([C:13](=[O:14])[O:15][CH2:16][CH3:17])([F:18])[F:19])[CH2:2][CH2:3]1.